Task: describe an organic reaction: reactants, conditions, products, and yield. Dataset: the Open Reaction Database (ORD), a public repository of structured organic reaction records Procedure: The desired intermediate was prepared by treating 3-azabicyclo[3.1.0]hexan-3-yl(4-hydroxy-8-methylnaphthalen-1-yl)methanone (above step-2 intermediate) with Tf2O using the similar procedure as described in Step-8 of Intermediate-22. As a reaction SMILES: [CH:1]12[CH2:6][CH:5]1[CH2:4][N:3]([C:7]([C:9]1[C:18]3[C:13](=[CH:14][CH:15]=[CH:16][C:17]=3[CH3:19])[C:12]([OH:20])=[CH:11][CH:10]=1)=[O:8])[CH2:2]2.[O:21](S(C(F)(F)F)(=O)=O)[S:22]([C:25]([F:28])([F:27])[F:26])(=O)=[O:23]>>[F:26][C:25]([F:28])([F:27])[S:22]([O:20][C:12]1[C:13]2[C:18](=[C:17]([CH3:19])[CH:16]=[CH:15][CH:14]=2)[C:9]([C:7]([N:3]2[CH2:2][CH:1]3[CH:5]([CH2:6]3)[CH2:4]2)=[O:8])=[CH:10][CH:11]=1)(=[O:23])=[O:21]. The reactants are C12CN(CC2C1)C(=O)C1=CC=C(C2=CC=CC(=C12)C)O (3-azabicyclo[3.1.0]hexan-3-yl(4-hydroxy-8-methylnaphthalen-1-yl)methanone), O(S(=O)(=O)C(F)(F)F)S(=O)(=O)C(F)(F)F (Tf2O). Yields the product FC(S(=O)(=O)OC1=CC=C(C2=C(C=CC=C12)C)C(=O)N1CC2CC2C1)(F)F (4-(3-Azabicyclo[3.1.0]hexan-3-carbonyl)-5-methylnaphthalen-1-yl trifluoromethane sulfonate). Starting materials: ClC1=CC(=NC2=C(C=CC=C12)SC)C (4-chloro-2-methyl-8-methylsulfanylquinoline), ClC=1C=C(CN)C=CC1Cl (3,4-dichlorobenzylamine). The product is ClC=1C=C(CNC2=CC(=NC3=C(C=CC=C23)SC)C)C=CC1Cl ((3,4-Dichlorobenzyl)-(2-methyl-8-methylsulfanylquinolin-4-yl)-amine). Reaction SMILES: Cl[C:2]1[C:11]2[C:6](=[C:7]([S:12][CH3:13])[CH:8]=[CH:9][CH:10]=2)[N:5]=[C:4]([CH3:14])[CH:3]=1.[Cl:15][C:16]1[CH:17]=[C:18]([CH:21]=[CH:22][C:23]=1[Cl:24])[CH2:19][NH2:20]>>[Cl:15][C:16]1[CH:17]=[C:18]([CH:21]=[CH:22][C:23]=1[Cl:24])[CH2:19][NH:20][C:2]1[C:11]2[C:6](=[C:7]([S:12][CH3:13])[CH:8]=[CH:9][CH:10]=2)[N:5]=[C:4]([CH3:14])[CH:3]=1. Procedure: Preparation was made using a similar procedure as described in example 1, method 1.3. Starting materials were 4-chloro-2-methyl-8-methylsulfanylquinoline and 3,4-dichlorobenzylamine. Reactants: ClC1=NC(=CN=C1)OC=1C=CC=C2CCC(C12)=O (2-chloro-6-(indanone-7-oxy)-pyrazine), COC=1C=C(N)C=C(C1OC)OC (3,4,5-trimethoxyaniline). Run in CCOC(=O)C (AcOEt). Yields the product COC=1C=C(C=C(C1OC)OC)NC1=NC(=CN=C1)OC=1C=CC=C2CCC(C12)=O (2-(3,4,5-Trimethoxyphenylamino)-6-(indanone-7-oxy)-pyrazine). Isolated yield 4.0%. Reaction SMILES: Cl[C:2]1[CH:7]=[N:6][CH:5]=[C:4]([O:8][C:9]2[CH:10]=[CH:11][CH:12]=[C:13]3[C:17]=2[C:16](=[O:18])[CH2:15][CH2:14]3)[N:3]=1.[CH3:19][O:20][C:21]1[CH:22]=[C:23]([CH:25]=[C:26]([O:30][CH3:31])[C:27]=1[O:28][CH3:29])[NH2:24]>CCOC(C)=O>[CH3:31][O:30][C:26]1[CH:25]=[C:23]([NH:24][C:2]2[CH:7]=[N:6][CH:5]=[C:4]([O:8][C:9]3[CH:10]=[CH:11][CH:12]=[C:13]4[C:17]=3[C:16](=[O:18])[CH2:15][CH2:14]4)[N:3]=2)[CH:22]=[C:21]([O:20][CH3:19])[C:27]=1[O:28][CH3:29]. Procedure: Using Method EE with 2-chloro-6-(indanone-7-oxy)-pyrazine (200 mg, 0.77 mmol) and 169 mg (0.92 mmol) 3,4,5-trimethoxyaniline (169 mg, 0.92 mmol), and purification by column chromatography (AcOEt), the title compound was obtained (11 mg). Yield: 4%. Reactants: ClC=1C=C2C(=NN(C2=CC1Cl)C)[Sn](CCCC)(CCCC)CCCC (5,6-dichloro-1-methyl-3-tributylstannanyl-1H-indazole), C(#N)C1CCN(CC1)C([C@@H](C1CC1)NC(=O)C1=CN(C2=NC=C(N=C21)Br)COCC[Si](C)(C)C)=O (2-bromo-5-(2-trimethylsilanyl-ethoxymethyl)-5H-pyrrolo[2,3-b]pyrazine-7-carboxylic acid [(R)-2-(4-cyano-piperidin-1-yl)-1-cyclopropyl-2-oxo-ethyl]-amide). Reagents/catalysts: C=1C=CC(=CC1)[P](C=2C=CC=CC2)(C=3C=CC=CC3)[Pd]([P](C=4C=CC=CC4)(C=5C=CC=CC5)C=6C=CC=CC6)([P](C=7C=CC=CC7)(C=8C=CC=CC8)C=9C=CC=CC9)[P](C=1C=CC=CC1)(C=1C=CC=CC1)C=1C=CC=CC1 (Pd(PPh3)4), [Cu]I (copper(I) iodide). The solvent is CN(C)C=O (DMF). Conditions: temperature 90 celsius. Yields the product C(#N)C1CCN(CC1)C([C@@H](C1CC1)NC(=O)C1=CN(C2=NC=C(N=C21)C2=NN(C1=CC(=C(C=C21)Cl)Cl)C)COCC[Si](C)(C)C)=O (2-(5,6-dichloro-1-methyl-1H-indazol-3-yl)-5-(2-trimethylsilanylethoxymethyl)-5H-pyrrolo[2,3-b]pyrazine-7-carboxylic acid [(R)-2-(4-cyano-piperidin-1-yl)-1-cyclopropyl-2-oxo-ethyl]-amide). Yield: 86.7%. As a reaction SMILES: [Cl:1][C:2]1[CH:3]=[C:4]2[C:8](=[CH:9][C:10]=1[Cl:11])[N:7]([CH3:12])[N:6]=[C:5]2[Sn](CCCC)(CCCC)CCCC.[C:26]([CH:28]1[CH2:33][CH2:32][N:31]([C:34](=[O:60])[C@H:35]([NH:39][C:40]([C:42]2[C:50]3[C:45](=[N:46][CH:47]=[C:48](Br)[N:49]=3)[N:44]([CH2:52][O:53][CH2:54][CH2:55][Si:56]([CH3:59])([CH3:58])[CH3:57])[CH:43]=2)=[O:41])[CH:36]2[CH2:38][CH2:37]2)[CH2:30][CH2:29]1)#[N:27]>CN(C=O)C.C1C=CC([P]([Pd]([P](C2C=CC=CC=2)(C2C=CC=CC=2)C2C=CC=CC=2)([P](C2C=CC=CC=2)(C2C=CC=CC=2)C2C=CC=CC=2)[P](C2C=CC=CC=2)(C2C=CC=CC=2)C2C=CC=CC=2)(C2C=CC=CC=2)C2C=CC=CC=2)=CC=1.[Cu]I>[C:26]([CH:28]1[CH2:33][CH2:32][N:31]([C:34](=[O:60])[C@H:35]([NH:39][C:40]([C:42]2[C:50]3[C:45](=[N:46][CH:47]=[C:48]([C:5]4[C:4]5[C:8](=[CH:9][C:10]([Cl:11])=[C:2]([Cl:1])[CH:3]=5)[N:7]([CH3:12])[N:6]=4)[N:49]=3)[N:44]([CH2:52][O:53][CH2:54][CH2:55][Si:56]([CH3:58])([CH3:57])[CH3:59])[CH:43]=2)=[O:41])[CH:36]2[CH2:37][CH2:38]2)[CH2:30][CH2:29]1)#[N:27] |^1:69,71,90,109|. Procedure: To a solution of 5,6-dichloro-1-methyl-3-tributylstannyl-1H-indazole (crude from Step 5, 218 mg, 0.44 mmol) and 2-bromo-5-(2-trimethylsilanyl-ethoxymethyl)-5H-pyrrolo[2,3-b]pyrazine-7-carboxylic acid [(R)-2-(4-cyano-piperidin-1-yl)-1-cyclopropyl-2-oxo-ethyl]-amide (125 mg, 0.22 mmol) in DMF (2 mL) were added Pd(PPh3)4 (12.9 mg, 0.011 mmol) and copper(I) iodide (8 mg, 0.044 mmol). The yellow reaction mixture was heated at 90° C. for 1.5 h then cooled to room temperature, quenched with water and e... Starting materials: ClC1=CC=NC2=CC(=C(C=C12)OC)OC (4-Chloro-6,7-dimethoxyquinoline), CC(=O)C1=C(C=C(C=C1)OC)O (2-hydroxy-4-methoxyacetophenone). Reagents/catalysts: CN(C1=CC=NC=C1)C (4-dimethylaminopyridine). The solvent is ClC1=C(C=CC=C1)Cl (o-dichlorobenzene). Run at temperature 160 celsius, time 7 hour. The product is COC=1C=C2C(=CC=NC2=CC1OC)OC1=C(C=CC(=C1)OC)C(C)=O (1-{2-[(6,7-Dimethoxy-4-quinolyl)oxy]-4-methoxyphenyl}-1-ethanone). The yield is 30.5%. Reaction SMILES: Cl[C:2]1[C:11]2[C:6](=[CH:7][C:8]([O:14][CH3:15])=[C:9]([O:12][CH3:13])[CH:10]=2)[N:5]=[CH:4][CH:3]=1.[CH3:16][C:17]([C:19]1[CH:24]=[CH:23][C:22]([O:25][CH3:26])=[CH:21][C:20]=1[OH:27])=[O:18]>CN(C)C1C=CN=CC=1.ClC1C=CC=CC=1Cl>[CH3:13][O:12][C:9]1[CH:10]=[C:11]2[C:6](=[CH:7][C:8]=1[O:14][CH3:15])[N:5]=[CH:4][CH:3]=[C:2]2[O:27][C:20]1[CH:21]=[C:22]([O:25][CH3:26])[CH:23]=[CH:24][C:19]=1[C:17](=[O:18])[CH3:16]. Reported procedure: 4-Chloro-6,7-dimethoxyquinoline (112 mg), 2-hydroxy-4-methoxyacetophenone (873 mg), and 4-dimethylaminopyridine (619 mg) were suspended in o-dichlorobenzene (5 ml), and the suspension was stirred at 160° C. for 7 hr. The reaction solution was cooled to room temperature, and the solvent was then removed therefrom by distillation under the reduced pressure. Chloroform was added to the residue, and the organic layer was washed with a 1 N aqueous potassium hydroxide solution and saturated brine and ... The reactants are O=C(CI)Nc1ncc(Br)nc1Br, CC#N, CCN(C(C)C)C(C)C, NC1CCOCC1. Product: O=C1CN(C2CCOCC2)c2nc(Br)cnc2N1. RXN SMILES: [Br:1][c:2]1[c:3]([NH:9][C:10]([CH2:11][I:12])=[O:13])[n:4][cH:5][c:6]([Br:8])[n:7]1.[CH3:30][C:31]#[N:32].[CH:14]([N:15]([CH:16]([CH3:17])[CH3:18])[CH2:19][CH3:20])([CH3:21])[CH3:22].[O:23]1[CH2:24][CH2:25][CH:26]([NH2:29])[CH2:27][CH2:28]1>>[c:2]12[c:3]([n:4][cH:5][c:6]([Br:8])[n:7]1)[NH:9][C:10](=[O:13])[CH2:11][N:29]2[CH:26]1[CH2:25][CH2:24][O:23][CH2:28][CH2:27]1. Starting materials: ClCC1=CC(=C(C=C1)C)F (4-(chloromethyl)-2-fluoro-1-methylbenzene), isobutylaldehyde, [OH-].[Na+] (sodium hydroxide). Reagents/catalysts: [I-].C(CCC)[N+](CCCC)(CCCC)CCCC (tetrabutylammonium iodide). Solvent: C1=CC=CC=C1 (benzene), C1=CC=CC=C1 (benzene), O (H2O). Reaction conditions: temperature 70 celsius. Product: FC=1C=C(C=CC1C)CC(C=O)(C)C (3-(3-fluoro-4-methylphenyl)-2,2-dimethylpropanal). As a reaction SMILES: [OH-:1].[Na+].Cl[CH2:4][C:5]1[CH:10]=[CH:9][C:8]([CH3:11])=[C:7]([F:12])[CH:6]=1>[I-].C([N+](CCCC)(CCCC)CCCC)CCC.C1C=CC=CC=1.O>[F:12][C:7]1[CH:6]=[C:5]([CH2:4][C:5]([CH3:10])([CH3:6])[CH:4]=[O:1])[CH:10]=[CH:9][C:8]=1[CH3:11] |f:0.1,3.4|. Reported procedure: Under argon, a mixture of sodium hydroxide (2.8 g, 70 mmol) and tetrabutylammonium iodide (0.6 g, 1.6 mmol) in 8 ml benzene and 2.8 ml H2O was heated at 70° C. to form a homogeneous mixture. A mixture of the product of STEP 2 (10.5 g, 60.1 mmol) and isobutylaldehyde (5.76 g, 80 mmol) in 20 ml benzene was added to the above solution dropwise. The resulting mixture was heated at 70-75° C. for 6 h and cooled to room temperature. The product was extracted with ethyl acetate and washed with H2O. The ...